Dataset: the Open Reaction Database (ORD), a public repository of structured organic reaction records. Task: describe an organic reaction: reactants, conditions, products, and yield Reactants: CCO, [Na+], NC(=O)c1ccc2c(c1)c(-c1cccc(NC(=O)c3cccnc3)c1)nn2C1CCCCO1, [OH-], O, OO. Yields the product NC(=O)c1ccc2[nH]nc(-c3cccc(NC(=O)c4cccnc4)c3)c2c1. As a reaction SMILES: [CH3:39][CH2:40][OH:41].[Na+:37].[O:1]1[CH2:2][CH2:3][CH2:4][CH2:5][CH:6]1[n:7]1[n:8][c:9](-[c:19]2[cH:20][c:21]([NH:25][C:26](=[O:27])[c:28]3[cH:29][n:30][cH:31][cH:32][cH:33]3)[cH:22][cH:23][cH:24]2)[c:10]2[cH:11][c:12]([C:16](=[O:17])[NH2:18])[cH:13][cH:14][c:15]12.[OH-:36].[OH2:38].[OH:34][OH:35]>>[nH:7]1[n:8][c:9](-[c:19]2[cH:20][c:21]([NH:25][C:26](=[O:27])[c:28]3[cH:29][n:30][cH:31][cH:32][cH:33]3)[cH:22][cH:23][cH:24]2)[c:10]2[cH:11][c:12]([C:16](=[O:17])[NH2:18])[cH:13][cH:14][c:15]12. Yields the product CCCCc1ncc(C=C(Cc2cccs2)C(=O)O)n1Cc1ccccc1O. Reactants: CCCCc1ncc(C=C(Cc2cccs2)C(=O)O)n1Cc1ccccc1OC, ClCCl. As a reaction SMILES: [CH2:1]([CH2:2][CH2:3][CH3:4])[c:5]1[n:6]([CH2:21][c:22]2[c:23]([O:28][CH3:29])[cH:24][cH:25][cH:26][cH:27]2)[c:7]([CH:10]=[C:11]([C:12](=[O:13])[OH:14])[CH2:15][c:16]2[s:17][cH:18][cH:19][cH:20]2)[cH:8][n:9]1.[CH2:30]([Cl:31])[Cl:32]>>[CH2:1]([CH2:2][CH2:3][CH3:4])[c:5]1[n:6]([CH2:21][c:22]2[c:23]([OH:28])[cH:24][cH:25][cH:26][cH:27]2)[c:7]([CH:10]=[C:11]([C:12](=[O:13])[OH:14])[CH2:15][c:16]2[s:17][cH:18][cH:19][cH:20]2)[cH:8][n:9]1.